From a dataset of the Open Reaction Database (ORD), a public repository of structured organic reaction records. describe an organic reaction: reactants, conditions, products, and yield The reactants are CC1=CC=C(C=C1)N1C=NC=C1 (1-(4-methylphenyl)imidazole), BrCCC (1-bromopropane). The solvent is C1CCOC1 (THF). Yields the product [Br-].CC1=CC=C(C=C1)[N+]1=CN(C=C1)CCC (1-(4-methylphenyl)-3-propyl imidazolium bromide). RXN SMILES: [CH3:1][C:2]1[CH:7]=[CH:6][C:5]([N:8]2[CH:12]=[CH:11][N:10]=[CH:9]2)=[CH:4][CH:3]=1.[Br:13][CH2:14][CH2:15][CH3:16]>C1COCC1>[Br-:13].[CH3:1][C:2]1[CH:3]=[CH:4][C:5]([N+:8]2[CH:12]=[CH:11][N:10]([CH2:14][CH2:15][CH3:16])[CH:9]=2)=[CH:6][CH:7]=1 |f:3.4|. Procedure: According to the general synthesis procedure, 6.30 mmol (1.00 g) 1-(4-methylphenyl)imidazole and 7.60 mmol (0.930 g, 0.69 ml) 1-bromopropane are dissolved in 5 ml THF and heated for 6 h to 90° C. The reactants are [Al+3], [H-], [H-], [H-], [H-], [Li+], [Na+], C1CCOC1, [OH-], O, NC(=O)C1CCN(c2ccccc2)CC1. Product: NCC1CCN(c2ccccc2)CC1. As a reaction SMILES: [Al+3:17].[H-:16].[H-:19].[H-:20].[H-:21].[Li+:18].[Na+:24].[O:25]1[CH2:26][CH2:27][CH2:28][CH2:29]1.[OH-:23].[OH2:22].[c:1]1([N:7]2[CH2:8][CH2:9][CH:10]([C:13](=[O:14])[NH2:15])[CH2:11][CH2:12]2)[cH:2][cH:3][cH:4][cH:5][cH:6]1>>[c:1]1([N:7]2[CH2:8][CH2:9][CH:10]([CH2:13][NH2:15])[CH2:11][CH2:12]2)[cH:2][cH:3][cH:4][cH:5][cH:6]1. Starting materials: ClC1=NC(=NC(=N1)CC1=C(C=CC=C1Cl)Cl)NC1=CC=C(C#N)C=C1 (4-[[4-chloro-6-[(2,6-dichlorophenyl)methyl]-1,3,5-triazin-2-yl]-amino]benzonitrile), [N-]=[N+]=[N-].[Na+] (NaN3). Solvent: CS(=O)C (dimethylsulfoxide). Reaction conditions: time 28 hour. Yields the product N(=[N+]=[N-])C1=NC(=NC(=N1)CC1=C(C=CC=C1Cl)Cl)NC1=CC=C(C#N)C=C1 (4-[[4-azido-6-[(2,6-dichlorophenyl)methyl]-1,3,5-triazin-2-yl]amino]benzonitrile). Reaction SMILES: Cl[C:2]1[N:7]=[C:6]([CH2:8][C:9]2[C:14]([Cl:15])=[CH:13][CH:12]=[CH:11][C:10]=2[Cl:16])[N:5]=[C:4]([NH:17][C:18]2[CH:25]=[CH:24][C:21]([C:22]#[N:23])=[CH:20][CH:19]=2)[N:3]=1.[N-:26]=[N+:27]=[N-:28].[Na+]>CS(C)=O>[N:26]([C:2]1[N:7]=[C:6]([CH2:8][C:9]2[C:14]([Cl:15])=[CH:13][CH:12]=[CH:11][C:10]=2[Cl:16])[N:5]=[C:4]([NH:17][C:18]2[CH:19]=[CH:20][C:21]([C:22]#[N:23])=[CH:24][CH:25]=2)[N:3]=1)=[N+:27]=[N-:28] |f:1.2|. Procedure details: A solution of intermediate (27) in dimethylsulfoxide was treated with NaN3 in one portion and was stirred at RT for 28 hours. The reaction mixture was poured into ice and then filtered. The precipitate was washed with cold water and was recrystallized from ACN, yielding 0.46 g of 4-[[4-azido-6-[(2,6-dichlorophenyl)methyl]-1,3,5-triazin-2-yl]amino]benzonitrile (compound 68). Reactants: C(Cl)Cl (CH2Cl2), C(=O)([O-])[O-].[Na+].[Na+] (Na2CO3), BrC=1C=C(C=NC1)C1(CC1)C(=O)[O-].[K+] (potassium 1-(5-bromopyridin-3-yl)cyclopropanecarboxylate), ClC1=C(C#N)C=CC(=C1)B1OC(C(O1)(C)C)(C)C (2-chloro-4-(4,4,5,5-tetramethyl-1,3,2-dioxaborolan-2-yl)benzonitrile). Reagents/catalysts: C1=CC=C(C=C1)P([C-]2C=CC=C2)C3=CC=CC=C3.C1=CC=C(C=C1)P([C-]2C=CC=C2)C3=CC=CC=C3.Cl[Pd]Cl.[Fe+2] (PdCl2(dppf)). The solvent is CN(C)C=O (DMF). Conditions: temperature 100 celsius. Yields the product ClC=1C=C(C=CC1C#N)C=1C=C(C=NC1)C1(CC1)C(=O)O (1-(5-(3-chloro-4-cyanophenyl)pyridin-3-yl)cyclopropanecarboxylic acid). RXN SMILES: Br[C:2]1[CH:3]=[C:4]([C:8]2([C:11]([O-:13])=[O:12])[CH2:10][CH2:9]2)[CH:5]=[N:6][CH:7]=1.[K+].[Cl:15][C:16]1[CH:23]=[C:22](B2OC(C)(C)C(C)(C)O2)[CH:21]=[CH:20][C:17]=1[C:18]#[N:19].C(Cl)Cl.C([O-])([O-])=O.[Na+].[Na+]>CN(C=O)C.C1C=CC(P(C2C=CC=CC=2)[C-]2C=CC=C2)=CC=1.C1C=CC(P(C2C=CC=CC=2)[C-]2C=CC=C2)=CC=1.Cl[Pd]Cl.[Fe+2]>[Cl:15][C:16]1[CH:23]=[C:22]([C:2]2[CH:3]=[C:4]([C:8]3([C:11]([OH:13])=[O:12])[CH2:10][CH2:9]3)[CH:5]=[N:6][CH:7]=2)[CH:21]=[CH:20][C:17]=1[C:18]#[N:19] |f:0.1,4.5.6,8.9.10.11|. Reported procedure: To a suspension of potassium 1-(5-bromopyridin-3-yl)cyclopropanecarboxylate (28 mg, 0.1 mmol), 2-chloro-4-(4,4,5,5-tetramethyl-1,3,2-dioxaborolan-2-yl)benzonitrile (26 mg, 0.1 mmol), PdCl2(dppf).CH2Cl2 (4.08 mg, 5.0 μmol) in DMF (1 mL) was added 2M Na2CO3 (0.1 mL, 0.2 mmol), and the mixture was heated to 100° C. for 2 h. The mixture was concentrated and purified by silica chromatography eluting with a 0-10% MeOH-DCM gradient to give 1-(5-(3-chloro-4-cyanophenyl)pyridin-3-yl)cyclopropanecarboxyli... Starting materials: C12C(=CC(CC1)C2)B(O)O (bicyclo[2.2.1]hept-2-en-2-ylboronic acid), FC1(CC=C(CC1)C1=CC=C(C(=N1)CN[C@@H](CO)C(C)C)F)F ((R)-2-(((6-(4,4-difluorocyclohex-1-en-1-yl)-3-fluoropyridin-2-yl)methyl)amino)-3-methylbutan-1-ol). Reagents/catalysts: [Pd] (Pd/C). Product: FC1(CC=C(CC1)C1=CC=C(C(=N1)CN[C@@H](CO)C(C)C)F)F ((R)-2-(((6-(4,4-difluorocyclohex-1-en-1-yl)-3-fluoropyridin-2-yl)methyl)amino)-3-methylbutan-1-ol), FC1(CCC(CC1)C1=CC=C(C(=N1)CN[C@@H](CO)C(C)C)F)F ((2R)-2-({[6-(4,4-difluorocyclohexyl)-3-fluoropyridin-2-yl]methyl}amino)-3-methylbutan-1-ol). Reaction SMILES: C12CC(CC1)C=C2B(O)O.[F:11][C:12]1([F:33])[CH2:17][CH2:16][C:15]([C:18]2[N:23]=[C:22]([CH2:24][NH:25][C@H:26]([CH:29]([CH3:31])[CH3:30])[CH2:27][OH:28])[C:21]([F:32])=[CH:20][CH:19]=2)=[CH:14][CH2:13]1>[Pd]>[F:33][C:12]1([F:11])[CH2:17][CH2:16][C:15]([C:18]2[N:23]=[C:22]([CH2:24][NH:25][C@H:26]([CH:29]([CH3:30])[CH3:31])[CH2:27][OH:28])[C:21]([F:32])=[CH:20][CH:19]=2)=[CH:14][CH2:13]1.[F:33][C:12]1([F:11])[CH2:17][CH2:16][CH:15]([C:18]2[N:23]=[C:22]([CH2:24][NH:25][C@H:26]([CH:29]([CH3:30])[CH3:31])[CH2:27][OH:28])[C:21]([F:32])=[CH:20][CH:19]=2)[CH2:14][CH2:13]1. Procedure: (R)-2-(((6-(4,4-difluorocyclohex-1-en-1-yl)-3-fluoropyridin-2-yl)methyl)amino)-3-methylbutan-1-ol was prepared according to Example 199, substituting 2-(4,4-difluorocyclohex-1-enyl)-4,4,5,5-tetramethyl-1,3,2-dioxaborolane for bicyclo[2.2.1]hept-2-en-2-ylboronic acid. (R)-2-(((6-(4,4-difluorocyclohex-1-en-1-yl)-3-fluoropyridin-2-yl)methyl)amino)-3-methylbutan-1-ol was subjected to hydrogenation (H2 atmosphere, Pd/C catalyst) to provide the title compound. MS (ESI+) m/z 331 (M+H)+. Reactants: C1CCOC1, Cc1onc(-c2ccccc2)c1CO, CCOC(C)=O, N#Cc1ccc(Cl)nc1, [H-], [Na+]. The product is Cc1onc(-c2ccccc2)c1COc1ccc(C#N)cn1. RXN SMILES: [CH2:26]1[O:27][CH2:28][CH2:29][CH2:30]1.[CH3:1][c:2]1[c:3]([CH2:13][OH:14])[c:4](-[c:7]2[cH:8][cH:9][cH:10][cH:11][cH:12]2)[n:5][o:6]1.[CH3:31][CH2:32][O:33][C:34](=[O:35])[CH3:36].[Cl:17][c:18]1[n:19][cH:20][c:21]([C:22]#[N:23])[cH:24][cH:25]1.[H-:15].[Na+:16]>>[CH3:1][c:2]1[c:3]([CH2:13][O:14][c:18]2[n:19][cH:20][c:21]([C:22]#[N:23])[cH:24][cH:25]2)[c:4](-[c:7]2[cH:8][cH:9][cH:10][cH:11][cH:12]2)[n:5][o:6]1.